Dataset: the Open Reaction Database (ORD), a public repository of structured organic reaction records. Task: describe an organic reaction: reactants, conditions, products, and yield Conditions: time 8 hour. Reaction SMILES: Cl.[N:2]1([CH2:8][CH2:9][C:10]([C:12]2[CH:17]=[CH:16][CH:15]=[CH:14][CH:13]=2)=O)[CH2:7][CH2:6][CH2:5][CH2:4][CH2:3]1.Cl.[NH2:19][OH:20].C(=O)([O-])O.[Na+].[OH-].[Na+]>O.[Ag]>[N:2]1([CH2:8][CH2:9][C:10](=[N:19][OH:20])[C:12]2[CH:17]=[CH:16][CH:15]=[CH:14][CH:13]=2)[CH2:7][CH2:6][CH2:5][CH2:4][CH2:3]1 |f:0.1,2.3,4.5,6.7|. The yield is 74.8%. The reagents and catalysts are [Ag] (silver). Procedure: In 470 ml of water were dissolved 60.2 g of β-piperidinopropiophenone hydrochloride and 18.1 g of hydroxylamine hydrochloride. To this solution was added portionwise 21.9 g of sodium hydrogencarbonate. After the whole amount was added, the mixture was stirred overnight. To the stirred mixture was then added an aqueous solution of 14.2 g of sodium hydroxide in 47 ml of water. Thus obtained mixture was well stirred and allowed to stand for 2 hours to produce a white precipitate. The precipitate wa... Product: N1(CCCCC1)CCC(C1=CC=CC=C1)=NO (β-piperidinopropiophenone oxime). Run in O (water), O (water). Reactants: [OH-].[Na+] (sodium hydroxide), Cl.N1(CCCCC1)CCC(=O)C1=CC=CC=C1 (β-piperidinopropiophenone hydrochloride), Cl.NO (hydroxylamine hydrochloride), C(O)([O-])=O.[Na+] (sodium hydrogencarbonate). The reactants are OC1N(C(N(C1O)C)=O)C (4,5-dihydroxy-1,3-dimethyl-2-imidazolidinone). Run in O (water). Product: CN1C(N(C(C1)=O)C)=O (1,3-dimethylimidazolidin-2,4-dione). The yield is 78.0%. As a reaction SMILES: [OH:1][CH:2]1[CH:6](O)[N:5]([CH3:8])[C:4](=[O:9])[N:3]1[CH3:10]>O>[CH3:8][N:5]1[CH2:6][C:2](=[O:1])[N:3]([CH3:10])[C:4]1=[O:9]. Procedure: In a 200 ml glass vessel equipped with a stirrer, thermometer, a dropping funnel and a distillation unit were charged 60 g (0.41 mol) of 4,5-dihydroxy-1,3-dimethyl-2-imidazolidinone and 60 ml of water. And then, the mixture was reacted at 100° C. to 200° C. for 2 hours while removing water under normal pressure by distillation. The obtained residue was evaporated under reduced pressure (109 to 117° C./0.53 to 0.67 kPa) to obtain 41 g (Isolation yield; 78%) of 1,3-dimethylimidazolidin-2,4-dione a... Starting materials: CC(=CC(=O)O)C (3-methylcrotonic acid), CS(=O)(=O)O (methanesulfonic acid), C1(=CC=CC=C1)C (toluene), C(C1=CC=CC=C1)(=O)OCCC1=C(C=CC=C1OC)O (2-(2-hydroxy-6-methoxyphenyl)ethyl benzoate). Run in O (water). Reaction conditions: temperature 50 celsius. Yields the product C(C1=CC=CC=C1)(=O)OCCC=1C(=CC=C2C(CC(OC12)(C)C)=O)OC (2-(7-methoxy-2,2-dimethyl-4-oxochroman-8-yl)ethyl benzoate). RXN SMILES: [CH3:1][C:2]([CH3:7])=[CH:3][C:4]([OH:6])=O.CS(O)(=O)=[O:10].C([O:21][CH2:22][CH2:23][C:24]1[C:29]([O:30][CH3:31])=[CH:28][CH:27]=[CH:26][C:25]=1[OH:32])(=O)C1C=CC=CC=1.[C:33]1([CH3:39])[CH:38]=[CH:37][CH:36]=[CH:35][CH:34]=1>O>[C:39]([O:21][CH2:22][CH2:23][C:24]1[C:29]([O:30][CH3:31])=[CH:28][CH:27]=[C:26]2[C:25]=1[O:32][C:2]([CH3:7])([CH3:1])[CH2:3][C:4]2=[O:6])(=[O:10])[C:33]1[CH:38]=[CH:37][CH:36]=[CH:35][CH:34]=1. Procedure details: 202.2 g (2.020 mol) of 3-methylcrotonic acid and 2 L of methanesulfonic acid were put into a 10 L four-necked round bottom flask and stirred on a 50° C. water bath in stream of nitrogen. 500.0 g (1.836 mol) of 2-(2-hydroxy-6-methoxyphenyl)ethyl benzoate obtained in Example 4 was added to this solution. The reaction mixture was stirred at the same temperature for 1.8 hours and ice cooled. 2.5 L of toluene was added to the reaction mixture and subsequently 5 L of water was added dropwise for about...